Dataset: the Open Reaction Database (ORD), a public repository of structured organic reaction records. Task: describe an organic reaction: reactants, conditions, products, and yield Starting materials: Fc1ccc(COc2cccc3nc(Cl)ccc23)cc1, NC1CCc2ccccc21. The product is Fc1ccc(COc2cccc3nc(NC4CCc5ccccc54)ccc23)cc1. Reaction SMILES: [Cl:1][c:2]1[n:3][c:4]2[cH:5][cH:6][cH:7][c:8]([O:12][CH2:13][c:14]3[cH:15][cH:16][c:17]([F:20])[cH:18][cH:19]3)[c:9]2[cH:10][cH:11]1.[NH2:21][CH:22]1[CH2:23][CH2:24][c:25]2[cH:26][cH:27][cH:28][cH:29][c:30]21>>[c:2]1([NH:21][CH:22]2[CH2:23][CH2:24][c:25]3[cH:26][cH:27][cH:28][cH:29][c:30]32)[n:3][c:4]2[cH:5][cH:6][cH:7][c:8]([O:12][CH2:13][c:14]3[cH:15][cH:16][c:17]([F:20])[cH:18][cH:19]3)[c:9]2[cH:10][cH:11]1. The product is C(C1=CC=CC=C1)OC(=O)N[C@@H](CC1=CC=C(C=C1)O)C(=O)N1CCN(CC1)C1=CC=CC=C1 (1-(N-Benzyloxycarbonyltyrosyl)-4-Phenylpiperazine). Reported procedure: 12.3 g of N-benzyloxycarbonyltyrosine and 6.6 g of N-phenylpiperazine were dissolved in 150 ml of methylene chloride, and to the solution was added 8.4 g of DCC, and the mixture was stirred at a room temperature for 5 hours. Precipitated insoluble matter was filtered off and the filtrate was concentrated under a reduced pressure, and resulting residue was applied to a silica gel column and eluted with hexane/ethyl acetate (1:1 to 1:2) to obtain 10.5 g of the title compound in a colorless amorpho... The yield is 58.6%. The reactants are C(C1=CC=CC=C1)OC(=O)N[C@@H](CC1=CC=C(C=C1)O)C(=O)O (N-benzyloxycarbonyltyrosine), C1(=CC=CC=C1)N1CCNCC1 (N-phenylpiperazine), C1CCC(CC1)N=C=NC2CCCCC2 (DCC). Solvent: C(Cl)Cl (methylene chloride). Run at time 5 hour. As a reaction SMILES: [CH2:1]([O:8][C:9]([NH:11][C@H:12]([C:21]([OH:23])=O)[CH2:13][C:14]1[CH:19]=[CH:18][C:17]([OH:20])=[CH:16][CH:15]=1)=[O:10])[C:2]1[CH:7]=[CH:6][CH:5]=[CH:4][CH:3]=1.[C:24]1([N:30]2[CH2:35][CH2:34][NH:33][CH2:32][CH2:31]2)[CH:29]=[CH:28][CH:27]=[CH:26][CH:25]=1.C1CCC(N=C=NC2CCCCC2)CC1>C(Cl)Cl>[CH2:1]([O:8][C:9]([NH:11][C@H:12]([C:21]([N:33]1[CH2:34][CH2:35][N:30]([C:24]2[CH:29]=[CH:28][CH:27]=[CH:26][CH:25]=2)[CH2:31][CH2:32]1)=[O:23])[CH2:13][C:14]1[CH:15]=[CH:16][C:17]([OH:20])=[CH:18][CH:19]=1)=[O:10])[C:2]1[CH:3]=[CH:4][CH:5]=[CH:6][CH:7]=1. The reactants are 4-methoxymethylene-6-thiophin-3-yl-isoquinolin-(4H)-1,3, OC=1C=C(CN)C=C(C1OC)OC (3-hydroxy-4,5-dimethoxybenzylamine), COC=1C=C2\C(\C(NC(C2=CC1OC)=O)=O)=C/OC ((4E)-6,7-dimethoxy-4-(methoxymethylene)isoquinoline-1,3(2H,4H)-dione), Cl.OC=1C=C(CN)C=CC1OC (3-hydroxy-4-methoxy-benzylamine hydrogen chloride), Cl.CON (methoxy amine hydrogen chloride). The product is O1C=C(C=C1)C=1C=C2/C(/CN=CC2=CC1)=C/NCC1=CC(=C(C(=C1)OC)OC)O ((4Z)-6-(3-Furyl)-4-{[(3-hydroxy-4,5-dimethoxybenzyl)amino)methylene}isoquinoline). RXN SMILES: [OH:1][C:2]1[CH:3]=[C:4]([CH:7]=[C:8]([O:12][CH3:13])[C:9]=1[O:10][CH3:11])[CH2:5][NH2:6].CO[C:16]1[CH:17]=[C:18]2[C:23](=[CH:24][C:25]=1OC)[C:22](=O)[NH:21][C:20](=O)/[C:19]/2=[CH:30]/OC.Cl.OC1C=C([CH:40]=[CH:41][C:42]=1[O:43][CH3:44])CN.Cl.CON>>[O:43]1[CH:42]=[CH:41][C:40]([C:16]2[CH:17]=[C:18]3[C:23](=[CH:24][CH:25]=2)[CH:22]=[N:21][CH2:20]/[C:19]/3=[CH:30]\[NH:6][CH2:5][C:4]2[CH:7]=[C:8]([O:12][CH3:13])[C:9]([O:10][CH3:11])=[C:2]([OH:1])[CH:3]=2)=[CH:44]1 |f:2.3,4.5|. Procedure details: Using the procedure described for the preparation of example 46, 120 mg of brown solid (50%) yield is obtained from 150 mg (0.57 mmol) of (4E)-6-(3-furyl)methoxymethylene-isoquinoline-1,3(2H,4H-dione, (prepared similarly to 4-methoxymethylene-6-thiophin-3-yl-isoquinolin-(4H)-1,3-dione) and 3-hydroxy-4,5-dimethoxybenzylamine (115 mg, 0.57 mmol), (prepared similarly to (4E)-6,7-dimethoxy-4-(methoxymethylene)isoquinoline-1,3(2H,4H)-dione and 3-hydroxy-4-methoxy-benzylamine hydrogen chloride, except...